Dataset: the Open Reaction Database (ORD), a public repository of structured organic reaction records. Task: describe an organic reaction: reactants, conditions, products, and yield As a reaction SMILES: [Ag:48]=[O:49].[Br:1][CH2:2][c:3]1[cH:4][cH:5][cH:6][c:7]2[c:8]1[n:9][c:10](-[c:12]1[cH:13][c:14]([F:18])[cH:15][cH:16][cH:17]1)[s:11]2.[OH2:41].[OH:19][CH2:20][CH:21]([CH2:22][CH2:23][CH2:24][CH2:25][C:26](=[O:27])[O:28][CH3:29])[CH2:30][c:31]1[cH:32][cH:33][c:34]([C:37](=[O:38])[O:39][CH3:40])[cH:35][cH:36]1.[cH:42]1[cH:43][cH:44][cH:45][cH:46][cH:47]1>>[CH2:2]([c:3]1[cH:4][cH:5][cH:6][c:7]2[c:8]1[n:9][c:10](-[c:12]1[cH:13][c:14]([F:18])[cH:15][cH:16][cH:17]1)[s:11]2)[O:19][CH2:20][CH:21]([CH2:22][CH2:23][CH2:24][CH2:25][C:26](=[O:27])[O:28][CH3:29])[CH2:30][c:31]1[cH:32][cH:33][c:34]([C:37](=[O:38])[O:39][CH3:40])[cH:35][cH:36]1. The product is COC(=O)CCCCC(COCc1cccc2sc(-c3cccc(F)c3)nc12)Cc1ccc(C(=O)OC)cc1. Reactants: O=[Ag], Fc1cccc(-c2nc3c(CBr)cccc3s2)c1, O, COC(=O)CCCCC(CO)Cc1ccc(C(=O)OC)cc1, c1ccccc1. Reactants: OC1=CC=C(C2=CC=CC=C12)C=1CCC(NN1)=O (6-(4-hydroxy-1-naphthyl)-4,5-dihydro-3(2H)-pyridazinone), OC1=C(C(=O)CCC(=O)O)C=CC=C1 (3-(2-hydroxybenzoyl)propionic acid), N1CCCCC1 (piperidine), [OH-].[Na+] (sodium hydroxide). Run in ClCCl (dichloromethane). Yields the product O1C(COC2=CC=C(C3=CC=CC=C23)C=2CCC(NN2)=O)C1 (6[4-(2,3-epoxy-propoxy)-1-naphthyl]-4,5-dihydro-3(2H)-pyridazinone). Isolated yield 71.7%. Reaction SMILES: [OH:1][C:2]1[C:11]2[C:6](=[CH:7][CH:8]=[CH:9][CH:10]=2)[C:5]([C:12]2[CH2:13][CH2:14][C:15](=[O:18])[NH:16][N:17]=2)=[CH:4][CH:3]=1.O[C:20]1C=CC=C[C:21]=1[C:22](CCC(O)=O)=[O:23].N1CCCCC1.[OH-].[Na+]>ClCCl>[O:23]1[CH2:22][CH:21]1[CH2:20][O:1][C:2]1[C:11]2[C:6](=[CH:7][CH:8]=[CH:9][CH:10]=2)[C:5]([C:12]2[CH2:13][CH2:14][C:15](=[O:18])[NH:16][N:17]=2)=[CH:4][CH:3]=1 |f:3.4|. Procedure details: A mixture of 6-(4-hydroxy-1-naphthyl)-4,5-dihydro-3(2H)-pyridazinone (0.5 g, 0.002 mole), epichlorohydrin (2g, 0.02 mole), and piperidine (0.02 g) was heated on a steam bath for 1.5 hours. Evaporation under reduced pressure gave an oil which was dissolved in dichloromethane and shaken with dilute sodium hydroxide (5 ml). The organic phase was washed with water, dried and evaporated to an oil which with ethanol-ether gave crystalline 6[4-(2,3-epoxy-propoxy)-1-naphthyl]-4,5-dihydro-3(2H)-pyridazin... Reactants: N,N′-carbonyldiimidazole, CC1=NC2=C(C=C(C=3CCC(NC23)C2=CC=CC=C2)C(=O)O)N1C (2,3-dimethyl-8-phenyl-6,7,8,9-tetrahydro-3H-imidazo[4,5h]quinoline-5-carboxylic acid), CN(C=O)C (N,N-dimethylformamide), N1CC1 (aziridine). Solvent: O1CCCC1 (tetrahydrofuran). Conditions: time 1 hour. Product: N1(CC1)NC(=O)C=1C=2CCC(NC2C2=C(C1)N(C(=N2)C)C)C2=CC=CC=C2 (2,3-Dimethyl-8-phenyl-6,7,8,9-tetrahydro-3H-imidazo[4,5-h]quinoline-5-carboxylic Acid 1-aziridinylamide). Yield: 46.0%. As a reaction SMILES: [CH3:1][C:2]1[N:23]([CH3:24])[C:5]2[CH:6]=[C:7]([C:20]([OH:22])=O)[C:8]3[CH2:9][CH2:10][CH:11]([C:14]4[CH:19]=[CH:18][CH:17]=[CH:16][CH:15]=4)[NH:12][C:13]=3[C:4]=2[N:3]=1.[NH:25]1[CH2:27][CH2:26]1.C[N:29](C)C=O>O1CCCC1>[N:25]1([NH:29][C:20]([C:7]2[C:8]3[CH2:9][CH2:10][CH:11]([C:14]4[CH:15]=[CH:16][CH:17]=[CH:18][CH:19]=4)[NH:12][C:13]=3[C:4]3[N:3]=[C:2]([CH3:1])[N:23]([CH3:24])[C:5]=3[CH:6]=2)=[O:22])[CH2:27][CH2:26]1. Procedure details: To a suspension of 0.47 g (1.5 mmol) 2,3-dimethyl-8-phenyl-6,7,8,9-tetrahydro-3H-imidazo[4,5h]quinoline-5-carboxylic acid in 10 ml tetrahydrofuran and 5 ml N,N-dimethylformamide were added 0.4 g (2.5 mmol) N,N′-carbonyldiimidazole. After 1 h at 60° C., the solution was cooled down and 0.8 g (18.6 mmol) aziridine were added in 4 portions over a period of 3 h. After complete reaction, the organic layer was separated, dried over anhydrous magnesium sulfate and evaporated. The residue was purified b... Starting materials: O=C(Cl)c1cccc(C(=O)Cl)c1, COC(=O)c1cccc(C(=O)OC)c1, CO, ClCCl, [Li+], [OH-], O. The product is COC(=O)c1cccc(C(=O)O)c1. RXN SMILES: [C:1]([Cl:2])(=[O:3])[c:4]1[cH:5][cH:6][cH:7][c:8]([C:9]([Cl:10])=[O:11])[cH:12]1.[CH3:13][O:14][C:15]([c:16]1[cH:17][c:18]([C:19](=[O:20])[O:21][CH3:22])[cH:23][cH:24][cH:25]1)=[O:26].[CH3:33][OH:34].[Cl:30][CH2:31][Cl:32].[Li+:28].[OH-:27].[OH2:29]>>[CH3:13][O:14][C:15]([c:16]1[cH:17][c:18]([C:19](=[O:20])[OH:21])[cH:23][cH:24][cH:25]1)=[O:26]. Reactants: C1CCCCC1 (cyclohexane), C1CCCCC1 (cyclohexane), O=O (oxygen), ON1C(CCC1=O)=O (N-hydroxysuccinimide), stainless steel, ON1C(CCC1=O)=O (N-hydroxysuccinimide). Run at temperature 150 celsius, time 1 hour. The product is C1(CCCCC1)=O (cyclohexanone), C1(CCCCC1)O (cyclohexanol), C1(CCCCC1)OO (cyclohexyl hydroperoxide). RXN SMILES: [CH2:1]1[CH2:6][CH2:5][CH2:4][CH2:3][CH2:2]1.[OH:7]N1[C:12](=[O:13])[CH2:11][CH2:10][C:9]1=O.[O:15]=[O:16]>>[C:1]1(=[O:7])[CH2:6][CH2:5][CH2:4][CH2:3][CH2:2]1.[CH:12]1([OH:13])[CH2:11][CH2:10][CH2:9][CH2:2][CH2:1]1.[CH:1]1([O:15][OH:16])[CH2:6][CH2:5][CH2:4][CH2:3][CH2:2]1. Procedure: In a 350-ml autoclave made of stainless steel SUS 316 and equipped with a stirrer were placed 80 g (0.95 mol) of cyclohexane and 2 g of a 5 percent by weight N-hydroxysuccinimide aqueous solution which contained 100 mg of N-hydroxysuccinimide dissolved therein, at room temperature (25° C.). The autoclave was hermetically sealed, pressurized to 3 MPa (gauge pressure) with a gaseous mixture of 50 percent by volume oxygen and 50 percent by volume nitrogen, and the aqueous solution therein was stirr... As a reaction SMILES: [CH3:1][C:2]([C:4]1[CH:9]=[C:8]([F:10])[CH:7]=[CH:6][C:5]=1[OH:11])=[O:3].C[O-].[Na+].CO.[CH:17]1([CH:23]=O)[CH2:22][CH2:21][CH2:20][CH2:19][CH2:18]1>C(OC)(OC)OC>[CH:17]1([CH:23]=[CH:1][C:2]([C:4]2[CH:9]=[C:8]([F:10])[CH:7]=[CH:6][C:5]=2[OH:11])=[O:3])[CH2:22][CH2:21][CH2:20][CH2:19][CH2:18]1 |f:1.2|. Reported procedure: A mixture of 5-fluoro-2-hydroxyacetophenone on Wang resin (4.0 g, 4.6 mmol) was swelled in trimethyl orthoformate (40 mL) for 10 min. 25% NaOMe in MeOH (2.0 g, 9.2 mmol) was added and the mixture was stirred for 45 min. Cyclohexanecarboxaldehyde (1.5 g, 13.8 mmol) was added and stirring was continued for 40 min. The resin was filtered and washed with alternating MeOH and CH2Cl2 (×5) and dried under high vacuum overnight to give 4.3 g of 3-cyclohexyl-1-(2-hydroxy-5-fluorophenyl)-2-propen-1-one on... Run in C(OC)(OC)OC (trimethyl orthoformate). Run at time 45 minute. The product is C1(CCCCC1)C=CC(=O)C1=C(C=CC(=C1)F)O (3-cyclohexyl-1-(2-hydroxy-5-fluorophenyl)-2-propen-1-one). Reactants: C1(CCCCC1)C=O (Cyclohexanecarboxaldehyde), CC(=O)C1=C(C=CC(=C1)F)O (5-fluoro-2-hydroxyacetophenone), resin, C[O-].[Na+] (NaOMe), CO (MeOH).